From a dataset of the Open Reaction Database (ORD), a public repository of structured organic reaction records. describe an organic reaction: reactants, conditions, products, and yield The reactants are FC(S(=O)(=O)OC1=C(C=2C3=C(C(NC2C=C1)=O)SC=C3)C3=CC=C(C=C3)CNC(=O)OC(C)(C)C)(F)F (9-{4-[(tert-butoxycarbonylamino)methyl]phenyl}-4-oxo-4,5-dihydrothieno[2,3-c]quinolin-8-yl trifluoromethanesulfonate), CN(C)C=O (DMF). Reagents/catalysts: [Cl-].[Zn+2].[Cl-] (zinc chloride), C1(=CC=CC=C1)P([C-]1C=CC=C1)C1=CC=CC=C1.[C-]1(C=CC=C1)P(C1=CC=CC=C1)C1=CC=CC=C1.[Fe+2] (1,1′-bis(diphenylphosphino)ferrocene), C=1C=CC(=CC1)/C=C/C(=O)/C=C/C2=CC=CC=C2.C=1C=CC(=CC1)/C=C/C(=O)/C=C/C2=CC=CC=C2.C=1C=CC(=CC1)/C=C/C(=O)/C=C/C2=CC=CC=C2.[Pd].[Pd] (tris(dibenzylideneacetone)dipalladium(0)). Product: C(#N)C1=C(C=2C3=C(C(NC2C=C1)=O)SC=C3)C3=CC=C(CNC(OC(C)(C)C)=O)C=C3 (tert-Butyl 4-(8-Cyano-4-oxo-4,5-dihydrothieno[2,3-c]quinolin-9-yl)benzylcarbamate). The yield is 87.0%. Reaction SMILES: FC(F)(F)S(O[C:7]1[CH:16]=[CH:15][C:14]2[NH:13][C:12](=[O:17])[C:11]3[S:18][CH:19]=[CH:20][C:10]=3[C:9]=2[C:8]=1[C:21]1[CH:26]=[CH:25][C:24]([CH2:27][NH:28][C:29]([O:31][C:32]([CH3:35])([CH3:34])[CH3:33])=[O:30])=[CH:23][CH:22]=1)(=O)=O.[CH3:38][N:39](C=O)C>[Cl-].[Zn+2].[Cl-].C1(P(C2C=CC=CC=2)[C-]2C=CC=C2)C=CC=CC=1.[C-]1(P(C2C=CC=CC=2)C2C=CC=CC=2)C=CC=C1.[Fe+2].C1C=CC(/C=C/C(/C=C/C2C=CC=CC=2)=O)=CC=1.C1C=CC(/C=C/C(/C=C/C2C=CC=CC=2)=O)=CC=1.C1C=CC(/C=C/C(/C=C/C2C=CC=CC=2)=O)=CC=1.[Pd].[Pd]>[C:38]([C:7]1[CH:16]=[CH:15][C:14]2[NH:13][C:12](=[O:17])[C:11]3[S:18][CH:19]=[CH:20][C:10]=3[C:9]=2[C:8]=1[C:21]1[CH:26]=[CH:25][C:24]([CH2:27][NH:28][C:29](=[O:30])[O:31][C:32]([CH3:35])([CH3:34])[CH3:33])=[CH:23][CH:22]=1)#[N:39] |f:2.3.4,5.6.7,8.9.10.11.12|. Reported procedure: A solution of 9-{4-[(tert-butoxycarbonylamino)methyl]phenyl}-4-oxo-4,5-dihydrothieno[2,3-c]quinolin-8-yl trifluoromethanesulfonate (176 mg, 0.320 mmol), zinc chloride (75 mg, 0.640 mmol), 1,1′-bis(diphenylphosphino)ferrocene (18 mg, 0.032 mmol), and tris(dibenzylideneacetone)dipalladium(0) (15 mg, 0.016 mmol) in anhydrous DMF (4 mL) was heated at 130° C. for 3 h. The reaction mixture was cooled, quenched with water and the resulting precipitate was filtered and purified by column chromatography ... The reactants are BrB(Br)Br, COc1ccc(Br)c(C(C)C)c1, ClCCl. Yields the product CC(C)c1cc(O)ccc1Br. As a reaction SMILES: [B:13]([Br:14])([Br:15])[Br:16].[Br:1][c:2]1[c:3]([CH:10]([CH3:11])[CH3:12])[cH:4][c:5]([O:8][CH3:9])[cH:6][cH:7]1.[Cl:17][CH2:18][Cl:19]>>[Br:1][c:2]1[c:3]([CH:10]([CH3:11])[CH3:12])[cH:4][c:5]([OH:8])[cH:6][cH:7]1. Reactants: C1(=CC=CC=C1)C(CC1=CC=CC=C1)N (1,2-diphenylethylamine), C(C)OC(CBr)OCC (bromoacetaldehyde diethylacetal), CN(C=O)C (N,N-dimethylformamide), C([O-])([O-])=O.[K+].[K+] (potassium carbonate). Solvent: [OH-].[Na+] (NaOH). Reaction conditions: temperature 25 celsius, time 13 hour. Product: C(C)OC(CNCC(C1=CC=CC=C1)C1=CC=CC=C1)OCC (N-(2,2-diethoxyethyl)-diphenylethylamine). Yield: 84.0%. RXN SMILES: [C:1]1([CH:7](N)[CH2:8][C:9]2[CH:14]=[CH:13][CH:12]=[CH:11][CH:10]=2)[CH:6]=[CH:5][CH:4]=[CH:3]C=1.[CH2:16]([O:18][CH:19]([O:22][CH2:23][CH3:24])[CH2:20]Br)[CH3:17].C(=O)([O-])[O-].[K+].[K+].[CH3:31][N:32](C)C=O>[OH-].[Na+]>[CH2:16]([O:18][CH:19]([O:22][CH2:23][CH3:24])[CH2:20][NH:32][CH2:31][CH:8]([C:7]1[CH:3]=[CH:4][CH:5]=[CH:6][CH:1]=1)[C:9]1[CH:10]=[CH:11][CH:12]=[CH:13][CH:14]=1)[CH3:17] |f:2.3.4,6.7|. Procedure details: N-(2,2-diethoxyethyl)-diphenylethylamine was prepared according to the procedure of Takayama, H., Chem. Lett. 865 (1978). To a stirred solution of 1,2-diphenylethylamine (3.94 g, 20.0 mmol, Aldrich Co., used as received) in N,N-dimethylformamide (DMF) (10 ml) at 8090° C. was added dropwise over 1 h freshly distilled bromoacetaldehyde diethylacetal (4.50 g, 22.5 mmol, Aldrich Co.). After 13 h, potassium carbonate (2.76 g, 20.0 mmol) was added. After 13 h, the brown mixture was cooled to 25° C, an... The reactants are Cl (hydrochloric acid), C(C)(C)(C)OC(=O)N1CCN(CC1)C(CCCCCCCCCCNC(=O)OC(C)(C)C)=O (4-(11-tert-Butoxycarbonylaminoundecanoyl)piperazine-1-carboxylic acid tert-butyl ester). Run in O1CCOCC1 (dioxane), ClCCl (dichloromethane). Conditions: temperature 0 celsius, time 2 hour. The product is Cl.Cl.NCCCCCCCCCCC(=O)N1CCNCC1 (11-Amino-1-piperzin-1-yl-undecane-1-one dihydrochloride salt). Reaction SMILES: [ClH:1].C(OC([N:9]1[CH2:14][CH2:13][N:12]([C:15](=[O:34])[CH2:16][CH2:17][CH2:18][CH2:19][CH2:20][CH2:21][CH2:22][CH2:23][CH2:24][CH2:25][NH:26]C(OC(C)(C)C)=O)[CH2:11][CH2:10]1)=O)(C)(C)C>O1CCOCC1.ClCCl>[ClH:1].[ClH:1].[NH2:26][CH2:25][CH2:24][CH2:23][CH2:22][CH2:21][CH2:20][CH2:19][CH2:18][CH2:17][CH2:16][C:15]([N:12]1[CH2:13][CH2:14][NH:9][CH2:10][CH2:11]1)=[O:34] |f:4.5.6|. Reported procedure: A solution of 4.0 M hydrochloric acid in dioxane (1 mL) was added dropwise to a solution of amide 7 (204 mg, 0.43 mmol) in dichloromethane (3 mL) which had been pre-cooled to 0° C. The reaction was allowed to warm to ambient temperature, stirred for 2 hours, and the solvent then removed under vacuum. Recrystallization from methanol and diethyl ether produced salt 8 (123 mg, 84%) as a white solid: 1H NMR (300 MHz, CD3OD) δ 1.34 (s, 12H), 1.58-1.66 (m, 4H), 2.43 (t, 2H, J=7.4 Hz), 2.90 (t, 2H, J=7... Reactants: C=1C=CC2=C(C1)N=NN2O (HOBT), CCN=C=NCCCN(C)C (WSC), CN1CCOCC1 (NMM), OS(=O)(=O)[O-].[K+] (KHSO4), C(=O)(OC(C)(C)C)N[C@@H](COCC1=CC=CC=C1)C(=O)O (N-BOC-O-benzyl-L-serine). The solvent is CN(C)C=O (DMF), C(C)(=O)OCC (ethyl acetate). Conditions: time 8 hour. Yields the product N(=[N+]=[N-])CC1N(CCC1)C(C(COCC1=CC=CC=C1)NC(=O)OC(C)(C)C)=O (1-[2-(Azidomethyl)-1-pyrrolidinyl]-2-[[(1,1-dimethylethoxy)carbonyl]amino]-3-(phenylmethoxy)-1-propanone). Yield: 95.9%. As a reaction SMILES: [C:1]([NH:8][C@H:9]([C:19]([OH:21])=O)[CH2:10][O:11][CH2:12][C:13]1[CH:18]=[CH:17][CH:16]=[CH:15][CH:14]=1)([O:3][C:4]([CH3:7])([CH3:6])[CH3:5])=[O:2].[CH:22]1[CH:23]=[CH:24][C:25]2[N:30](O)[N:29]=[N:28][C:26]=2C=1.CC[N:34]=C=NCCCN(C)C.CN1CCOCC1.OS([O-])(=O)=O.[K+]>CN(C=O)C.C(OCC)(=O)C>[N:28]([CH2:26][CH:25]1[CH2:24][CH2:23][CH2:22][N:30]1[C:19](=[O:21])[CH:9]([NH:8][C:1]([O:3][C:4]([CH3:5])([CH3:6])[CH3:7])=[O:2])[CH2:10][O:11][CH2:12][C:13]1[CH:14]=[CH:15][CH:16]=[CH:17][CH:18]=1)=[N+:29]=[N-:34] |f:4.5|. Procedure: Example 1a Part A compound (2.13 g, 9.4 mmol) was dissolved in dichloromethane (5 mL) and trifluoroacetic acid (7 mL) and stirred at RT 3 hours. The TFA and dichloromethane were removed by distillation under reduced pressure and by coevaporation with toluene to give the amine as a TFA salt. This and N-BOC-O-benzyl-L-serine (2.95 g, 10 mmol) were dissolved in DMF (50 mL). HOBT (1.35 g, 10 mmol), WSC (1.91 g, 10 mmol) and NMM (3.3 mL, 30 mmol) were added. The reaction was stirred for 8 h at room t...